This data is from the Open Reaction Database (ORD), a public repository of structured organic reaction records. The task is: describe an organic reaction: reactants, conditions, products, and yield Reactants: [Al+3], CCSCC, CCOC(=O)CC1Cc2cc(C)c(OC)cc2Cc2ccccc21, [Cl-], [Cl-], [Cl-], ClCCl. As a reaction SMILES: [Al+3:7].[CH2:1]([S:2][CH2:3][CH3:4])[CH3:5].[CH3:10][O:11][c:12]1[c:13]([CH3:33])[cH:14][c:15]2[c:16]([cH:32]1)[CH2:17][c:18]1[c:19]([cH:28][cH:29][cH:30][cH:31]1)[CH:20]([CH2:22][C:23](=[O:24])[O:25][CH2:26][CH3:27])[CH2:21]2.[Cl-:6].[Cl-:8].[Cl-:9].[Cl:34][CH2:35][Cl:36]>>[OH:11][c:12]1[c:13]([CH3:33])[cH:14][c:15]2[c:16]([cH:32]1)[CH2:17][c:18]1[c:19]([cH:28][cH:29][cH:30][cH:31]1)[CH:20]([CH2:22][C:23](=[O:24])[O:25][CH2:26][CH3:27])[CH2:21]2. Product: CCOC(=O)CC1Cc2cc(C)c(O)cc2Cc2ccccc21. Reactants: CCOCC(O)c1c(F)cncc1Br, CCOC(C)=O, CC1(C)OB(c2ccc(C#N)c(Cl)c2)OC1(C)C, ClCCl, Cl, [Na+], [Na+], O=C([O-])[O-], C1COCCO1, CN(C)C=O. The product is CCOCC(O)c1c(F)cncc1-c1ccc(C#N)c(Cl)c1, Cl. RXN SMILES: [Br:19][c:20]1[cH:21][n:22][cH:23][c:24]([F:32])[c:25]1[CH:26]([CH2:27][O:28][CH2:29][CH3:30])[OH:31].[CH3:40][CH2:41][O:42][C:43](=[O:44])[CH3:45].[Cl:1][c:2]1[c:3]([C:4]#[N:5])[cH:6][cH:7][c:8]([B:10]2[O:11][C:12]([CH3:13])([CH3:14])[C:15]([CH3:16])([CH3:17])[O:18]2)[cH:9]1.[Cl:46][CH2:47][Cl:48].[ClH:39].[Na+:33].[Na+:34].[O-:35][C:36](=[O:37])[O-:38].[O:49]1[CH2:50][CH2:51][O:52][CH2:53][CH2:54]1.[O:55]=[CH:56][N:57]([CH3:58])[CH3:59]>>[Cl:1][c:2]1[c:3]([C:4]#[N:5])[cH:6][cH:7][c:8](-[c:20]2[cH:21][n:22][cH:23][c:24]([F:32])[c:25]2[CH:26]([CH2:27][O:28][CH2:29][CH3:30])[OH:31])[cH:9]1.[ClH:39]. The reactants are C(CCCC)C=1C=C2C=CC=NC2=C(C1)Br (6-pentyl-8-bromoquinoline), ClC=1C=C(C=CC1Cl)B(O)O (3,4-dichlorobenzene boronic acid). The product is C(CCCC)C=1C=C2C=CC=NC2=C(C1)C1=CC(=C(C=C1)Cl)Cl (6-pentyl-8-(3,4-dichlorophenyl)quinoline). As a reaction SMILES: [CH2:1]([C:6]1[CH:7]=[C:8]2[C:13](=[C:14](Br)[CH:15]=1)[N:12]=[CH:11][CH:10]=[CH:9]2)[CH2:2][CH2:3][CH2:4][CH3:5].[Cl:17][C:18]1[CH:19]=[C:20](B(O)O)[CH:21]=[CH:22][C:23]=1[Cl:24]>>[CH2:1]([C:6]1[CH:7]=[C:8]2[C:13](=[C:14]([C:21]3[CH:20]=[CH:19][C:18]([Cl:17])=[C:23]([Cl:24])[CH:22]=3)[CH:15]=1)[N:12]=[CH:11][CH:10]=[CH:9]2)[CH2:2][CH2:3][CH2:4][CH3:5]. Procedure details: 6-pentyl-8-bromoquinoline and 3,4-dichlorobenzene boronic acid can be combined to form 6-pentyl-8-(3,4-dichlorophenyl)quinoline, The reactants are C(C=C)OC(=O)Cl (allylchloroformate), [OH-].[Na+] (sodium hydroxide), S(=O)(=O)(O)O.CSC(N)=N (2-methyl-2-thiopseudourea sulfate). Solvent: C(Cl)Cl (methylene chloride), C([O-])(O)=O.[Na+] (sodium bicarbonate), C(Cl)Cl (methylene chloride). Reaction conditions: time 3 hour. The product is C(C=C)OC(=O)N(C(SC)=N)C(=O)OCC=C (N,N-diallyloxycarbonyl-2-methyl-2-thiopseudourea). RXN SMILES: S(O)(O)(=O)=O.[CH3:6][S:7][C:8](=[NH:10])[NH2:9].[OH-:11].[Na+].[CH2:13]([O:16][C:17](Cl)=[O:18])[CH:14]=[CH2:15]>C(=O)(O)[O-].[Na+].C(Cl)Cl>[CH2:13]([O:16][C:17]([N:10]([C:17]([O:16][CH2:13][CH:14]=[CH2:15])=[O:11])[C:8](=[NH:9])[S:7][CH3:6])=[O:18])[CH:14]=[CH2:15] |f:0.1,2.3,5.6|. Procedure details: 2-methyl-2-thiopseudourea sulfate (2 g) was dissolved in sodium bicarbonate (10% soln., 20 ml. To this was added methylene chloride (20 ml) followed by sodium hydroxide solution (5N, 2.8 ml) and allylchloroformate (4.5 ml) added dropwise over 5 min. The reaction was allowed to stir at room temperature for 3 hr., diluted with methylene chloride and the organic phase was separated. The aqueous phase was extracted once with methylene chloride and the combined organic phase was washed with water, sa... Starting materials: C(C1=CC=CC=C1)(=O)OCCCCC(C(=O)OC)Br (methyl 6-benzoyloxy-2(RS)-bromo-hexanoate), [F-].[K+] (potassium fluoride), C(C)(=O)N (acetamide). Conditions: temperature 105 celsius, time 6 hour. The product is C(C1=CC=CC=C1)(=O)OCCCCC(C(=O)OC)F (methyl 6-benzoyloxy-2(RS)-fluorohexanoate), C(C1=CC=CC=C1)(=O)OCCCCCC(=O)OC (methyl 6-benzoyloxyhexanoate). Yield: 58.3%. RXN SMILES: [C:1]([O:9][CH2:10][CH2:11][CH2:12][CH2:13][CH:14](Br)[C:15]([O:17][CH3:18])=[O:16])(=[O:8])[C:2]1[CH:7]=[CH:6][CH:5]=[CH:4][CH:3]=1.[F-:20].[K+].C(N)(=O)C>>[C:1]([O:9][CH2:10][CH2:11][CH2:12][CH2:13][CH:14]([F:20])[C:15]([O:17][CH3:18])=[O:16])(=[O:8])[C:2]1[CH:7]=[CH:6][CH:5]=[CH:4][CH:3]=1.[C:1]([O:9][CH2:10][CH2:11][CH2:12][CH2:13][CH2:14][C:15]([O:17][CH3:18])=[O:16])(=[O:8])[C:2]1[CH:7]=[CH:6][CH:5]=[CH:4][CH:3]=1 |f:1.2|. Procedure: A mixture of methyl 6-benzoyloxy-2(RS)-bromo-hexanoate (e) (14.02 g), potassium fluoride (12.59 g) and acetamide (12.3 g) was stirred at 105° C. for 6 hours. The crude product obtained by treating in the conventional manner was subjected to silica gel chromatography to give the title compound (f) and methyl 6-benzoyloxyhexanoate (g) (3.11 g, yield: 29%). RXN SMILES: [NH3:17].[c:1]1([CH2:7][c:8]2[n:9][o:10][c:11]([C:13]([Cl:14])([Cl:15])[Cl:16])[n:12]2)[cH:2][cH:3][cH:4][cH:5][cH:6]1>>[c:1]1([CH2:7][c:8]2[n:9][o:10][c:11]([NH2:17])[n:12]2)[cH:2][cH:3][cH:4][cH:5][cH:6]1. The product is Nc1nc(Cc2ccccc2)no1. The reactants are N, ClC(Cl)(Cl)c1nc(Cc2ccccc2)no1. Reactants: O (water), [H-].[Na+] (sodium hydride), CC1=C(OCC2=C(C=CC=C2)C(C(=O)OC)O)C=C(C=C1)C (methyl 2-[2-(2,5-dimethylphenoxymethyl)-phenyl]-2-hydroxyacetate), CI (methyl iodide). Solvent: CN(C=O)C (N,N-dimethylformamide). Reaction conditions: time 30 minute. The product is CC1=C(OCC2=C(C=CC=C2)C(C(=O)OC)OC)C=C(C=C1)C (methyl 2-[2-(2,5-dimethylphenoxymethyl)phenyl]-2-methoxyacetate), CC1=C(OCC2=C(C=CC=C2)C(C(=O)OC)O)C=C(C=C1)C (methyl 2-[2-(2,5-dimethylphenoxymethyl)phenyl]-2-hydroxyacetate). The yield is 191.4%. As a reaction SMILES: [H-].[Na+].[CH3:3][C:4]1[CH:23]=[CH:22][C:21]([CH3:24])=[CH:20][C:5]=1[O:6][CH2:7][C:8]1[CH:13]=[CH:12][CH:11]=[CH:10][C:9]=1[CH:14]([OH:19])[C:15]([O:17][CH3:18])=[O:16].[CH3:25]I.O>CN(C)C=O>[CH3:3][C:4]1[CH:23]=[CH:22][C:21]([CH3:24])=[CH:20][C:5]=1[O:6][CH2:7][C:8]1[CH:13]=[CH:12][CH:11]=[CH:10][C:9]=1[CH:14]([O:19][CH3:25])[C:15]([O:17][CH3:18])=[O:16].[CH3:3][C:4]1[CH:23]=[CH:22][C:21]([CH3:24])=[CH:20][C:5]=1[O:6][CH2:7][C:8]1[CH:13]=[CH:12][CH:11]=[CH:10][C:9]=1[CH:14]([OH:19])[C:15]([O:17][CH3:18])=[O:16] |f:0.1|. Procedure details: 60% oily sodium hydride (0.13 g, 3.3 mmol) was added to a solution of methyl 2-[2-(2,5-dimethylphenoxymethyl)-phenyl]-2-hydroxyacetate (0.72 g, 2.4 mmol) and methyl iodide (0.68 g, 4.8 mmol) in N,N-dimethylformamide (6 ml) at 0° C. with stirring. After 30 minutes, ice and water were added in this order, and the mixture was extracted with ethyl acetate, washed successively with water and saturated brine, and dried over anhydrous sodium sulfate. The solvent was evaporated, and the residue was puri... Reactants: ClC=1C(NN=CC1NCC1=CC(=C(C=C1)OC)OCCCN1CCN(CC1)C=O)=O (4-chloro-5-[3-{3-(4-formylpiperazin-1-yl)-propoxy}-4-methoxybenzylamino]-3(2H)-pyridazinone), [OH-].[K+] (potassium hydroxide), C([O-])([O-])=O.[K+].[K+] (potassium carbonate), C(C)Br (ethyl bromide). Solvent: O (water), C(C)O (ethanol). Run at time 3.5 hour. The product is ClC=1C(NN=CC1NCC1=CC(=C(C=C1)OC)OCCCN1CCN(CC1)CC)=O (4-Chloro-5-[3-{3-(4-ethylpiperazin-1-yl)-propoxy}-4-methoxybenzylamino]-3(2H)-pyridazinone). Yield: 50.0%. RXN SMILES: [Cl:1][C:2]1[C:3](=[O:30])[NH:4][N:5]=[CH:6][C:7]=1[NH:8][CH2:9][C:10]1[CH:15]=[CH:14][C:13]([O:16][CH3:17])=[C:12]([O:18][CH2:19][CH2:20][CH2:21][N:22]2[CH2:27][CH2:26][N:25]([CH:28]=O)[CH2:24][CH2:23]2)[CH:11]=1.[OH-].[K+].[C:33](=O)([O-])[O-].[K+].[K+].C(Br)C>O.C(O)C>[Cl:1][C:2]1[C:3](=[O:30])[NH:4][N:5]=[CH:6][C:7]=1[NH:8][CH2:9][C:10]1[CH:15]=[CH:14][C:13]([O:16][CH3:17])=[C:12]([O:18][CH2:19][CH2:20][CH2:21][N:22]2[CH2:27][CH2:26][N:25]([CH2:28][CH3:33])[CH2:24][CH2:23]2)[CH:11]=1 |f:1.2,3.4.5|. Reported procedure: A mixture comprising 1.0 g of 4-chloro-5-[3-{3-(4-formylpiperazin-1-yl)-propoxy}-4-methoxybenzylamino]-3(2H)-pyridazinone, 0.62 g of potassium hydroxide, 7 ml of ethanol and 7 ml of water, was refluxed under heating with stirring for 3.5 hours, and then 0.32 g of potassium carbonate and 570 mg of ethyl bromide were added thereto. The mixture was stirred at 60° C. for 4 hours. The solvent was distilled off under reduced pressure, and water was added to the obtained residue. The mixture was extrac...